This data is from the Open Reaction Database (ORD), a public repository of structured organic reaction records. The task is: describe an organic reaction: reactants, conditions, products, and yield Reactants: CN(C)S(=O)(=O)Cl, CN(C)C1CCCCC1, CCOC(C)=O, CCCCCC, O=Cc1ccc(O)c(Cl)c1. Product: CN(C)S(=O)(=O)c1ccc(C=O)cc1Cl. RXN SMILES: [CH3:11][N:12]([S:13](=[O:14])(=[O:15])[Cl:16])[CH3:17].[CH3:18][N:19]([CH:20]1[CH2:21][CH2:22][CH2:23][CH2:24][CH2:25]1)[CH3:26].[CH3:27][CH2:28][O:29][C:30]([CH3:31])=[O:32].[CH3:33][CH2:34][CH2:35][CH2:36][CH2:37][CH3:38].[Cl:1][c:2]1[cH:3][c:4]([CH:5]=[O:6])[cH:7][cH:8][c:9]1[OH:10]>>[Cl:1][c:2]1[cH:3][c:4]([CH:5]=[O:6])[cH:7][cH:8][c:9]1[S:13]([N:12]([CH3:11])[CH3:17])(=[O:14])=[O:15]. The reactants are [N-]=[N+]=[N-] (azide), [N-]=[N+]=[N-].[Na+] (sodium azide), C1(=CC=C(C=C1)S(=O)(=O)OC[C@H]1COC=2C(=C3CC(NC3=CC2)=O)O1)C ((R)-2-(Toluene-4-sulfonyloxymethyl)-2,3,8,9-tetrahydro-7H-1,4-dioxino[2,3-e]indol-8-one), Cl (HCl). Reagents/catalysts: [Pd] (palladium on carbon). Run in C(C)O (ethanol), CN(C)C=O (DMF). Run at temperature 45 celsius. The product is NCC1COC=2C(=C3CC(NC3=CC2)=O)O1 (2-Aminomethyl-2,3,8,9-tetrahydro-7H-1,4-dioxino[2,3-e]indol-8-one), Cl (hydrochloride), hydrate. Isolated yield 85.0%. As a reaction SMILES: C1(C)C=CC(S(O[CH2:11][C@@H:12]2[O:25][C:16]3=[C:17]4[C:21](=[CH:22][CH:23]=[C:15]3[O:14][CH2:13]2)[NH:20][C:19](=[O:24])[CH2:18]4)(=O)=O)=CC=1.[N-:27]=[N+]=[N-].[Na+].[N-]=[N+]=[N-].[ClH:34]>CN(C=O)C.C(O)C.[Pd]>[NH2:27][CH2:11][CH:12]1[O:25][C:16]2=[C:17]3[C:21](=[CH:22][CH:23]=[C:15]2[O:14][CH2:13]1)[NH:20][C:19](=[O:24])[CH2:18]3.[ClH:34] |f:1.2|. Procedure: (R)-2-(Toluene-4-sulfonyloxymethyl)-2,3,8,9-tetrahydro-7H-1,4-dioxino[2,3-e]indol-8-one (3.0 g, 8.0 mmole) and sodium azide (1.6 g, 24.0 mmole) were placed in 300 ml of DMF and the reaction mixture was heated at 45° C. for 15 hours. Most of the DMF was removed and the residue was partitioned between dichloromethane and water. The dichloromethane layer was separated, dried over anhydrous magnesium sulfate and concentrated. The residue was pure enough without further purification and was identifie... Reactants: COc1cc2c(cc1OC)C1CC(OC(C)=O)CCC1N=C2c1ccc(C(=O)N=C(N)N2CCN(C(C)=O)CC2)cc1, O=C([O-])[O-], CO, [Cs+], [Cs+]. Product: COc1cc2c(cc1OC)C1CC(O)CCC1N=C2c1ccc(C(=O)N=C(N)N2CCN(C(C)=O)CC2)cc1. As a reaction SMILES: [C:1]([CH3:2])(=[O:3])[N:4]1[CH2:5][CH2:6][N:7]([C:10]([NH2:11])=[N:12][C:13](=[O:14])[c:15]2[cH:16][cH:17][c:18]([C:21]3=[N:22][CH:23]4[CH2:24][CH2:25][CH:26]([O:39][C:40](=[O:41])[CH3:42])[CH2:27][CH:28]4[c:29]4[cH:30][c:31]([O:37][CH3:38])[c:32]([O:35][CH3:36])[cH:33][c:34]43)[cH:19][cH:20]2)[CH2:8][CH2:9]1.[C:43](=[O:44])([O-:45])[O-:46].[CH3:49][OH:50].[Cs+:47].[Cs+:48]>>[C:1]([CH3:2])(=[O:3])[N:4]1[CH2:5][CH2:6][N:7]([C:10]([NH2:11])=[N:12][C:13](=[O:14])[c:15]2[cH:16][cH:17][c:18]([C:21]3=[N:22][CH:23]4[CH2:24][CH2:25][CH:26]([OH:39])[CH2:27][CH:28]4[c:29]4[cH:30][c:31]([O:37][CH3:38])[c:32]([O:35][CH3:36])[cH:33][c:34]43)[cH:19][cH:20]2)[CH2:8][CH2:9]1. Starting materials: C1(=CC=CC=C1)C(=O)C1CCNCC1 (phenyl(4-piperidinyl)methanone), C(=O)([O-])[O-].[K+].[K+] (K2CO3), [I-].[K+] (potassium iodide), BrCCC1=CC=CC=C1 (2-bromoethyl benzene), Cl (HCl). Solvent: C1(=CC=CC=C1)C (toluene), CCOC(=O)C (EtOAc). Yields the product Cl.C1(=CC=CC=C1)C(=O)C1CCN(CC1)CCC1=CC=CC=C1 (phenyl[1-(2-phenylethyl)-4-piperidinyl]-methanone hydrochloride). As a reaction SMILES: [C:1]1([C:7]([CH:9]2[CH2:14][CH2:13][NH:12][CH2:11][CH2:10]2)=[O:8])[CH:6]=[CH:5][CH:4]=[CH:3][CH:2]=1.C([O-])([O-])=O.[K+].[K+].[I-].[K+].Br[CH2:24][CH2:25][C:26]1[CH:31]=[CH:30][CH:29]=[CH:28][CH:27]=1.[ClH:32]>C1(C)C=CC=CC=1.CCOC(C)=O>[ClH:32].[C:1]1([C:7]([CH:9]2[CH2:14][CH2:13][N:12]([CH2:24][CH2:25][C:26]3[CH:31]=[CH:30][CH:29]=[CH:28][CH:27]=3)[CH2:11][CH2:10]2)=[O:8])[CH:2]=[CH:3][CH:4]=[CH:5][CH:6]=1 |f:1.2.3,4.5,10.11|. Procedure details: A reaction mixture containing phenyl(4-piperidinyl)methanone (20.5 g, 0.108 mol), K2CO3 (33.17 g, 0.18 mol), potassium iodide (0.2 g) and 2-bromoethyl benzene (22.2 g, 0.12 mol, 16.4 ml) in toluene (250 ml) was stirred at reflux temperature for 66 h. The reaction mixture was filtered and the filtrate concentrated to a residue which was dissolved in dry Et2O (500 ml) and treated dropwise with a solution of HCl (0.11 mol) in EtOAc. The resultant precipitate was recrystallized from EtOH:CH3OH, 4:1 ...